Dataset: the Open Reaction Database (ORD), a public repository of structured organic reaction records. Task: describe an organic reaction: reactants, conditions, products, and yield Starting materials: ClC=1C=C(C(=O)CC(C(=O)O)C)C=CC1 (3-(m-chlorobenzoyl)-2-methylpropionic acid), O.NN (hydrazine hydrate). The solvent is C(C)O (ethanol). Yields the product ClC=1C=C(C=CC1)C=1CC(C(NN1)=O)C (6-(m-chlorophenyl)4,5-dihydro-4-methyl-3(2H)-pyridazinone). As a reaction SMILES: [Cl:1][C:2]1[CH:3]=[C:4]([CH:13]=[CH:14][CH:15]=1)[C:5]([CH2:7][CH:8]([CH3:12])[C:9](O)=[O:10])=O.O.[NH2:17][NH2:18]>C(O)C>[Cl:1][C:2]1[CH:3]=[C:4]([C:5]2[CH2:7][CH:8]([CH3:12])[C:9](=[O:10])[NH:17][N:18]=2)[CH:13]=[CH:14][CH:15]=1 |f:1.2|. Reported procedure: A mixture of 7.11 g. of 3-(m-chlorobenzoyl)-2-methylpropionic acid, 50 ml. of ethanol and 3.0 ml. of hydrazine hydrate is refluxed for 2 hrs. Cooling and filtering gives crystals, (m.p. 150°-151° C.) which are recrystallized from ethanol to give 5.72 g. of crystals, m.p. 152°-153°.